describe an organic reaction: reactants, conditions, products, and yield From a dataset of the Open Reaction Database (ORD), a public repository of structured organic reaction records. The reactants are Amide, NCC1CCOCC1 (4-aminomethyltetrahydropyran), ester, COC(=O)C=1C(=CC=C(C1)C=1SC=C(N1)C1=CC(=C(C=C1)Cl)Cl)C1=CC=C(C=C1)C(=O)O (4-[4-(3,4-dichloro-phenyl)-thiazol-2-yl]-biphenyl-2,4′-dicarboxylic acid 2-methyl ester), COC(=O)C=1C(=CC=C(C1)C=1SC=C(N1)C1=CC(=C(C=C1)Cl)Cl)C1=CC=C(C=C1)C(=O)O (4-[4-(3,4-dichloro-phenyl)-thiazol-2-yl]-biphenyl-2,4′-dicarboxylic acid 2-methyl ester). Product: ClC=1C=C(C=CC1Cl)C=1N=C(SC1)C=1C=C(C(=CC1)C1=CC=C(C=C1)C(NCC1CCOCC1)=O)C(=O)O (4-[4-(3,4-dichloro-phenyl)-thiazol-2-yl]-4′-[(tetrahydro-pyran-4-ylmethyl)-carbamoyl]-biphenyl-2-carboxylic acid). The yield is 68.0%. RXN SMILES: C[O:2][C:3]([C:5]1[C:6]([C:24]2[CH:29]=[CH:28][C:27]([C:30]([OH:32])=O)=[CH:26][CH:25]=2)=[CH:7][CH:8]=[C:9]([C:11]2[S:12][CH:13]=[C:14]([C:16]3[CH:21]=[CH:20][C:19]([Cl:22])=[C:18]([Cl:23])[CH:17]=3)[N:15]=2)[CH:10]=1)=[O:4].[NH2:33][CH2:34][CH:35]1[CH2:40][CH2:39][O:38][CH2:37][CH2:36]1>>[Cl:23][C:18]1[CH:17]=[C:16]([C:14]2[N:15]=[C:11]([C:9]3[CH:10]=[C:5]([C:3]([OH:2])=[O:4])[C:6]([C:24]4[CH:29]=[CH:28][C:27]([C:30](=[O:32])[NH:33][CH2:34][CH:35]5[CH2:40][CH2:39][O:38][CH2:37][CH2:36]5)=[CH:26][CH:25]=4)=[CH:7][CH:8]=3)[S:12][CH:13]=2)[CH:21]=[CH:20][C:19]=1[Cl:22]. Reported procedure: Using the conditions of General Procedure E for Amide Coupling in Parallel Mode, 4-[4-(3,4-dichloro-phenyl)-thiazol-2-yl]-biphenyl-2,4′-dicarboxylic acid 2-methyl ester (which may be prepared as described for Intermediate 8; 100 mg, 0.21 mmol) was reacted with 4-aminomethyltetrahydropyran (available from Aldrich Chemical Company, Inc.; 71 mg, 0.62 mmol). The resulting ester was hydrolyzed and the acid was purified using HPLC Purification Conditions B to give 4-[4-(3,4-dichloro-phenyl)-thiazol-2-... The reactants are CS(C)=O, ClCc1ccc2ccccc2c1, [K+], [K+], O=C1NCCN1, O=C([O-])[O-], O. Product: O=C1NCCN1Cc1ccc2ccccc2c1. RXN SMILES: [CH3:26][S:27]([CH3:28])=[O:29].[Cl:13][CH2:14][c:15]1[cH:16][c:17]2[cH:18][cH:19][cH:20][cH:21][c:22]2[cH:23][cH:24]1.[K+:7].[K+:8].[NH:1]1[C:2](=[O:6])[NH:3][CH2:4][CH2:5]1.[O-:9][C:10]([O-:11])=[O:12].[OH2:25]>>[N:1]1([CH2:14][c:15]2[cH:16][c:17]3[cH:18][cH:19][cH:20][cH:21][c:22]3[cH:23][cH:24]2)[C:2](=[O:6])[NH:3][CH2:4][CH2:5]1. The reactants are ClC=1C=C2C=3CCCC(C3NC2=CC1)N (6-chloro-2,3,4,9-tetrahydro-1H-carbazol-1-amine), C(C1=CC=CC=C1)(=O)Cl (benzoyl chloride). Product: ClC=1C=C2C=3CCCC(C3NC2=CC1)NC(C1=CC=CC=C1)=O (N-(6-Chloro-2,3,4,9-tetrahydro-1H-carbazol-1-yl)benzamide), solid. The yield is 81.0%. As a reaction SMILES: [Cl:1][C:2]1[CH:3]=[C:4]2[C:12](=[CH:13][CH:14]=1)[NH:11][C:10]1[CH:9]([NH2:15])[CH2:8][CH2:7][CH2:6][C:5]2=1.[C:16](Cl)(=[O:23])[C:17]1[CH:22]=[CH:21][CH:20]=[CH:19][CH:18]=1>>[Cl:1][C:2]1[CH:3]=[C:4]2[C:12](=[CH:13][CH:14]=1)[NH:11][C:10]1[CH:9]([NH:15][C:16](=[O:23])[C:17]3[CH:22]=[CH:21][CH:20]=[CH:19][CH:18]=3)[CH2:8][CH2:7][CH2:6][C:5]2=1. Reported procedure: N-(6-Chloro-2,3,4,9-tetrahydro-1H-carbazol-1-yl)benzamide was prepared from 6-chloro-2,3,4,9-tetrahydro-1H-carbazol-1-amine and benzoyl chloride in a similar manner as described above to give a pale yellow solid (81% yield). 1H-NMR (CDCl3): δ 9.02 (s, 1H), 7.79-7.73 (m, 2H), 7.54-7.48 (m, 1H), 7.46-7.39 (m, 3H), 7.21 (d, 1H), 7.10 (dd, 1H), 6.45 (d, 1H), 5.32 (m, 1H), 2.72 (m, 2H), 2.30 (m, 1H), 2.01-1.90 (m, 3H); MS m/z 323 (M−1). The reactants are C1CCCCCCC1, CCO, CBr, [Na], c1c[nH]cn1. Product: c1cn(CC2CCCCCCC2)cn1. As a reaction SMILES: [CH2:3]1[CH2:4][CH2:5][CH2:6][CH2:7][CH2:8][CH2:9][CH2:10]1.[CH3:17][CH2:18][OH:19].[CH3:1][Br:2].[Na:16].[nH:11]1[cH:12][n:13][cH:14][cH:15]1>>[CH2:1]([CH:3]1[CH2:4][CH2:5][CH2:6][CH2:7][CH2:8][CH2:9][CH2:10]1)[n:11]1[cH:12][n:13][cH:14][cH:15]1. The reactants are O=C([O-])[O-], CCOC(=O)c1cnn(-c2cccc(Cl)n2)c1C(F)(F)F, CC#N, OB(O)c1cccnc1F, [Na+], [Na+]. Product: CCOC(=O)c1cnn(-c2cccc(-c3cccnc3F)n2)c1C(F)(F)F. As a reaction SMILES: [C:32](=[O:33])([O-:34])[O-:35].[CH2:1]([CH3:2])[O:3][C:4](=[O:5])[c:6]1[cH:7][n:8][n:9](-[c:15]2[n:16][c:17]([Cl:21])[cH:18][cH:19][cH:20]2)[c:10]1[C:11]([F:12])([F:13])[F:14].[CH3:38][C:39]#[N:40].[F:22][c:23]1[n:24][cH:25][cH:26][cH:27][c:28]1[B:29]([OH:30])[OH:31].[Na+:36].[Na+:37]>>[CH2:1]([CH3:2])[O:3][C:4](=[O:5])[c:6]1[cH:7][n:8][n:9](-[c:15]2[n:16][c:17](-[c:28]3[c:23]([F:22])[n:24][cH:25][cH:26][cH:27]3)[cH:18][cH:19][cH:20]2)[c:10]1[C:11]([F:12])([F:13])[F:14]. Reactants: N1=CC=CC=C1 (Pyridine), FC(C(=O)OC(C(F)(F)F)=O)(F)F (trifluoroacetic anhydride), FC1=C(C=CC(=C1)I)NC1=C(C(=O)N)C(=CN=C1)C1=C(C=CC=C1)F (3-(2-fluoro-4-iodo-phenylamino)-5-(2-fluoro-phenyl)-isonicotinamide). The solvent is O1CCOCC1 (dioxane). Conditions: time 3 hour. Yields the product FC1=C(C=CC(=C1)I)NC1=C(C#N)C(=CN=C1)C1=C(C=CC=C1)F (3-(2-Fluoro-4-iodo-phenylamino)-5-(2-fluoro-phenyl)-isonicotinonitrile). The yield is 81.5%. RXN SMILES: N1C=CC=CC=1.FC(F)(F)C(OC(=O)C(F)(F)F)=O.[F:20][C:21]1[CH:26]=[C:25]([I:27])[CH:24]=[CH:23][C:22]=1[NH:28][C:29]1[CH:37]=[N:36][CH:35]=[C:34]([C:38]2[CH:43]=[CH:42][CH:41]=[CH:40][C:39]=2[F:44])[C:30]=1[C:31]([NH2:33])=O>O1CCOCC1>[F:20][C:21]1[CH:26]=[C:25]([I:27])[CH:24]=[CH:23][C:22]=1[NH:28][C:29]1[CH:37]=[N:36][CH:35]=[C:34]([C:38]2[CH:43]=[CH:42][CH:41]=[CH:40][C:39]=2[F:44])[C:30]=1[C:31]#[N:33]. Procedure: Pyridine (28 μL, 0.35 mmol) and trifluoroacetic anhydride (27 μL, 0.19 mmol) were added to a solution of 3-(2-fluoro-4-iodo-phenylamino)-5-(2-fluoro-phenyl)-isonicotinamide (78 mg, 0.17 mmol) in dioxane (2 mL) at 0° C. The resulting solution was stirred for 3 h at room temperature. The reaction was quenched with 2M NaOH and stirred for 10 minutes. The reaction solution was diluted with EtOAc and satd. NH4Cl, and filtered through an Extrelut column. The column was washed with EtOAc, and the filtr... The reactants are Br, CS(C)=O, COC(=O)c1ccc(C(C)=O)cc1, O. The product is COC(=O)c1ccc(C(=O)C=O)cc1. As a reaction SMILES: [BrH:14].[CH3:15][S:16]([CH3:17])=[O:18].[CH3:1][O:2][C:3]([c:4]1[cH:5][cH:6][c:7]([C:10]([CH3:11])=[O:12])[cH:8][cH:9]1)=[O:13].[OH2:19]>>[CH3:1][O:2][C:3]([c:4]1[cH:5][cH:6][c:7]([C:10]([CH:11]=[O:18])=[O:12])[cH:8][cH:9]1)=[O:13].